Dataset: the Open Reaction Database (ORD), a public repository of structured organic reaction records. Task: describe an organic reaction: reactants, conditions, products, and yield Product: C1(=CC=CC=C1)NC1=CC=2C(C3=CC=CC=C3NC2C=C1C(=O)O)=O (2-(phenyl)amino-3-carboxy-9(10H)acridone). Solvent: polyphosphoric acid, P(O)(O)(O)=O (phosphoric acid). Reported procedure: A process is disclosed wherein 2,5-di(phenylamino) terephthalic acid is half-cyclized by dissolving it in a mixture of polyphosphoric acid and phosphoric acid and heating at 100°-120° C. to form 2-(phenyl)amino-3-carboxy-9(10H)acridone (ACA). The ACA is decarboxylated to form 2-(phenyl)amino-9(10H)acridone, also known as 2-anilinoacridone, by dissolving it in tetramethylene sulfone and heating in the presence of a basic cupric carbonate catalyst. Starting materials: C1(=CC=CC=C1)NC1=C(C(=O)O)C=C(C(=C1)C(=O)O)NC1=CC=CC=C1 (2,5-di(phenylamino) terephthalic acid). Reaction SMILES: [C:1]1([NH:7][C:8]2[CH:16]=[C:15]([C:17](O)=[O:18])[C:14]([NH:20][C:21]3[CH:26]=[CH:25][CH:24]=[CH:23][CH:22]=3)=[CH:13][C:9]=2[C:10]([OH:12])=[O:11])[CH:6]=[CH:5][CH:4]=[CH:3][CH:2]=1>P(=O)(O)(O)O>[C:1]1([NH:7][C:8]2[C:9]([C:10]([OH:12])=[O:11])=[CH:13][C:14]3[NH:20][C:21]4[C:26](=[CH:25][CH:24]=[CH:23][CH:22]=4)[C:17](=[O:18])[C:15]=3[CH:16]=2)[CH:6]=[CH:5][CH:4]=[CH:3][CH:2]=1.